From a dataset of the Open Reaction Database (ORD), a public repository of structured organic reaction records. describe an organic reaction: reactants, conditions, products, and yield The reactants are C(C)(C)(C)OC(COCC(COC=1C2=C(N=CN1)OC(=C2C2=CC=C(C=C2)OC)C2=CC=CC=C2)(C)C)=O ((3-{[5-(4-methoxyphenyl)-6-phenylfuro[2,3-d]pyrimidin-4-yl]oxy}-2,2-dimethylpropoxy)acetic acid tert.-butyl ester), FC(C(=O)O)(F)F (trifluoroacetic acid). Reaction conditions: time 1 hour. Reaction SMILES: C([O:5][C:6](=[O:38])[CH2:7][O:8][CH2:9][C:10]([CH3:37])([CH3:36])[CH2:11][O:12][C:13]1[C:14]2[C:21]([C:22]3[CH:27]=[CH:26][C:25]([O:28][CH3:29])=[CH:24][CH:23]=3)=[C:20]([C:30]3[CH:35]=[CH:34][CH:33]=[CH:32][CH:31]=3)[O:19][C:15]=2[N:16]=[CH:17][N:18]=1)(C)(C)C.FC(F)(F)C(O)=O>ClCCl>[CH3:29][O:28][C:25]1[CH:24]=[CH:23][C:22]([C:21]2[C:14]3[C:13]([O:12][CH2:11][C:10]([CH3:37])([CH3:36])[CH2:9][O:8][CH2:7][C:6]([OH:38])=[O:5])=[N:18][CH:17]=[N:16][C:15]=3[O:19][C:20]=2[C:30]2[CH:35]=[CH:34][CH:33]=[CH:32][CH:31]=2)=[CH:27][CH:26]=1. Solvent: ClCCl (dichloromethane). Product: COC1=CC=C(C=C1)C1=C(OC=2N=CN=C(C21)OCC(COCC(=O)O)(C)C)C2=CC=CC=C2 ((3-{[5-(4-Methoxyphenyl)-6-phenylfuro[2,3-d]pyrimidin-4-yl]oxy}-2,2-dimethylpropoxy)acetic acid). Reported procedure: Put 280 mg (0.54 mmol) (3-{[5-(4-methoxyphenyl)-6-phenylfuro[2,3-d]pyrimidin-4-yl]oxy}-2,2-dimethylpropoxy)acetic acid tert.-butyl ester in 8 ml dichloromethane. Add 2 ml trifluoroacetic acid and stir for 1 h at RT. Then concentrate by evaporation and mix the residue with petroleum ether. Filter the solid on a frit with suction, and dry at high vacuum. 220 mg (88.1% of theor.) of the target compound is obtained.